This data is from the Open Reaction Database (ORD), a public repository of structured organic reaction records. The task is: describe an organic reaction: reactants, conditions, products, and yield Reactants: BrC1=CN=C2N1N=C(C=C2)Cl (3-bromo-6-chloroimidazo[1,2-b]pyridazine), C(CC)N (propylamine), amino, C(Cl)Cl.CO.[NH4+].[OH-] (CH2Cl2 MeOH NH4OH). Product: BrC1=CN=C2N1N=C(C=C2)NCCC (3 -Bromo-N-propylimidazo[1,2-b]pyridazin-6-amine). As a reaction SMILES: [Br:1][C:2]1[N:6]2[N:7]=[C:8](Cl)[CH:9]=[CH:10][C:5]2=[N:4][CH:3]=1.[CH2:12]([NH2:15])[CH2:13][CH3:14].C(Cl)Cl.CO.[NH4+].[OH-]>>[Br:1][C:2]1[N:6]2[N:7]=[C:8]([NH:15][CH2:12][CH2:13][CH3:14])[CH:9]=[CH:10][C:5]2=[N:4][CH:3]=1 |f:2.3.4.5|. Reported procedure: Prepared from 3-bromo-6-chloroimidazo[1,2-b]pyridazine and propylamine according to general procedure 1 providing the amino compound (247 mg, 100%) as a yellow solid: Rf=0.88 (CH2Cl2/MeOH/NH4OH, 160:18:2); 1H NMR (500 MHz, CDCl3) δ 7.57 (d, J=9.6 Hz, 1H), 7.49 (s, 1H), 6.41 (d, J=9.6 Hz, 1H), 4.47 (br, 1H), 3.41-3.37 (m, 2H), 1.70 (sext, J=7.3 Hz, 2H), 1.03 (t, J=7.5 Hz, 3H); ES-MS: (M+H)=255, 257 m/z. Starting materials: C[Mg]Cl (Methylmagnesium chloride), C(C)(C)(C)OC(N[C@H]1[C@@H](CCCC1)N1C=C(C=C1)C=O)=O (trans-[2-(3-formyl-pyrrol-1-yl)-cyclohexyl]-carbamic acid tert-butyl ester), C(C)[SiH](CC)CC (triethylsilane), FC(C(=O)O)(F)F (trifluoroacetic acid). Solvent: O1CCCC1 (tetrahydrofuran). Conditions: time 3 hour. The product is C(C)(C)(C)OC(N[C@H]1[C@@H](CCCC1)N1C=C(C=C1)CC)=O (trans-[2-(3-Ethyl-pyrrol-1-yl)-cydohexyl]-carbamic acid tert-butyl ester). Isolated yield 27.2%. Reaction SMILES: C[Mg]Cl.[C:4]([O:8][C:9](=[O:24])[NH:10][C@@H:11]1[CH2:16][CH2:15][CH2:14][CH2:13][C@H:12]1[N:17]1[CH:21]=[CH:20][C:19]([CH:22]=O)=[CH:18]1)([CH3:7])([CH3:6])[CH3:5].[CH2:25]([SiH](CC)CC)C.FC(F)(F)C(O)=O>O1CCCC1>[C:4]([O:8][C:9](=[O:24])[NH:10][C@@H:11]1[CH2:16][CH2:15][CH2:14][CH2:13][C@H:12]1[N:17]1[CH:21]=[CH:20][C:19]([CH2:22][CH3:25])=[CH:18]1)([CH3:7])([CH3:6])[CH3:5]. Procedure details: Methylmagnesium chloride solution (3 M in tetrahydrofuran, 0.23 ml, 0.68 mmol) was added at −78° C. to a solution of trans-[2-(3-formyl-pyrrol-1-yl)-cyclohexyl]-carbamic acid tert-butyl ester (example 26a, 100 mg, 0.34 mmol) in tetrahydrofuran (2 ml), then after 3.5 h the reaction was quenched by addition of saturated aqueous ammonium chloride solution and extracted with dichloromethane. The organic layer was washed with brine, dried (MgSO4), and evaporated. This crude material (103 mg) was diss... Reactants: CS(C)=O, Cl, COC(=O)CS(=O)(=O)CCC(F)(F)F, [H-], FC(F)(F)C(F)(F)C(F)(F)CCI, [Na+]. The product is COC(=O)C(CCC(F)(F)C(F)(F)C(F)(F)F)S(=O)(=O)CCC(F)(F)F. RXN SMILES: [CH3:31][S:32]([CH3:33])=[O:34].[ClH:30].[F:14][C:15]([CH2:16][CH2:17][S:18](=[O:19])(=[O:20])[CH2:21][C:22](=[O:23])[O:24][CH3:25])([F:26])[F:27].[H-:28].[I:1][CH2:2][CH2:3][C:4]([C:5]([C:6]([F:7])([F:8])[F:9])([F:10])[F:11])([F:12])[F:13].[Na+:29]>>[CH2:2]([CH2:3][C:4]([C:5]([C:6]([F:7])([F:8])[F:9])([F:10])[F:11])([F:12])[F:13])[CH:21]([S:18]([CH2:17][CH2:16][C:15]([F:14])([F:26])[F:27])(=[O:19])=[O:20])[C:22](=[O:23])[O:24][CH3:25]. Starting materials: Cc1ccc(-c2cc(C(=O)O)cc(-n3nnnc3C(C)(F)F)c2)nc1, CC(N)CO. The product is Cc1ccc(-c2cc(C(=O)NC(C)CO)cc(-n3nnnc3C(C)(F)F)c2)nc1. Reaction SMILES: [F:1][C:2]([CH3:3])([F:4])[c:5]1[n:6][n:7][n:8][n:9]1-[c:10]1[cH:11][c:12]([C:13](=[O:14])[OH:15])[cH:16][c:17](-[c:19]2[n:20][cH:21][c:22]([CH3:25])[cH:23][cH:24]2)[cH:18]1.[NH2:26][CH:27]([CH2:28][OH:29])[CH3:30]>>[F:1][C:2]([CH3:3])([F:4])[c:5]1[n:6][n:7][n:8][n:9]1-[c:10]1[cH:11][c:12]([C:13](=[O:14])[NH:26][CH:27]([CH2:28][OH:29])[CH3:30])[cH:16][c:17](-[c:19]2[n:20][cH:21][c:22]([CH3:25])[cH:23][cH:24]2)[cH:18]1. Starting materials: [Al+3], CCS, ClC(Cl)Cl, COc1cc(C(C)C)c2c(c1)S(=O)(=O)NC2=O, [Cl-], [Cl-], [Cl-], Cl. Product: CC(C)c1cc(O)cc2c1C(=O)NS2(=O)=O. Reaction SMILES: [Al+3:5].[CH2:1]([SH:2])[CH3:3].[CH:26]([Cl:27])([Cl:28])[Cl:29].[CH:8]([CH3:9])([CH3:10])[c:11]1[c:12]2[c:18]([cH:19][c:20]([O:22][CH3:23])[cH:21]1)[S:15](=[O:16])(=[O:17])[NH:14][C:13]2=[O:24].[Cl-:4].[Cl-:6].[Cl-:7].[ClH:25]>>[CH:8]([CH3:9])([CH3:10])[c:11]1[c:12]2[c:18]([cH:19][c:20]([OH:22])[cH:21]1)[S:15](=[O:16])(=[O:17])[NH:14][C:13]2=[O:24]. The reactants are C(C)(C)(C)O[C@H](C(=O)OCC)C1=C(C2=CC=C(C=C2C=C1C)Cl)OS(=O)(=O)C(F)(F)F ((S)-ethyl 2-tert-butoxy-2-(6-chloro-3-methyl-1-(trifluoromethylsulfonyloxy)naphthalen-2-yl)acetate), C(=C)[Sn](CCCC)(CCCC)CCCC (vinyl tributyltin), C(=O)(O)[O-].[Na+] (NaHCO3). Reagents/catalysts: CC(C)C1=CC(=C(C(=C1)C(C)C)C2=C(C=CC(=C2P(C3CCCCC3)C4CCCCC4)OC)OC)C(C)C.C1=CC=C([C-]=C1)CCN.Cl[Pd+] (BrettPhos precatalyst). Solvent: CN(C)C=O (DMF). Reaction conditions: temperature 120 celsius. Yields the product C(C)(C)(C)O[C@H](C(=O)OCC)C1=C(C2=CC=C(C=C2C=C1C)C=C)OS(=O)(=O)C(F)(F)F ((S)-ethyl 2-tert-butoxy-2-(3-methyl-1-(trifluoromethylsulfonyloxy)-6-vinylnaphthalen-2-yl)acetate). Reaction SMILES: [C:1]([O:5][C@@H:6]([C:12]1[C:21]([CH3:22])=[CH:20][C:19]2[C:14](=[CH:15][CH:16]=[C:17](Cl)[CH:18]=2)[C:13]=1[O:24][S:25]([C:28]([F:31])([F:30])[F:29])(=[O:27])=[O:26])[C:7]([O:9][CH2:10][CH3:11])=[O:8])([CH3:4])([CH3:3])[CH3:2].[CH:32]([Sn](CCCC)(CCCC)CCCC)=[CH2:33].C([O-])(O)=O.[Na+]>CN(C=O)C.CC(C1C=C(C(C)C)C(C2C(P(C3CCCCC3)C3CCCCC3)=C(OC)C=CC=2OC)=C(C(C)C)C=1)C.C1C=[C-]C(CCN)=CC=1.Cl[Pd+]>[C:1]([O:5][C@@H:6]([C:12]1[C:21]([CH3:22])=[CH:20][C:19]2[C:14](=[CH:15][CH:16]=[C:17]([CH:32]=[CH2:33])[CH:18]=2)[C:13]=1[O:24][S:25]([C:28]([F:31])([F:30])[F:29])(=[O:27])=[O:26])[C:7]([O:9][CH2:10][CH3:11])=[O:8])([CH3:4])([CH3:3])[CH3:2] |f:2.3,5.6.7|. Reported procedure: A solution of (S)-ethyl 2-tert-butoxy-2-(6-chloro-3-methyl-1-(trifluoromethylsulfonyloxy)naphthalen-2-yl)acetate (1.0 g, 2.1 mmol) in DMF (10 mL) at room temperature is treated with BrettPhos precatalyst (Strem, 0.23 g, 0.31 mmol), vinyl tributyltin (0.68 mL, 2.3 mmol) and solid NaHCO3 (0.026 g, 0.31 mmol). The reaction mixture is sealed and sparged with Ar for 10 minutes prior to heating at 120° C. for 90 minutes. The reaction mixture is allowed to cool to room temperature, loaded directly onto... Starting materials: COC(C1=NC=C(C(=C1)N)[N+](=O)[O-])=O (methyl-4-amino-5-nitropicolinate), [OH-].[Na+] (NaOH), Cl (HCl). The solvent is CO (methanol). Conditions: time 10 minute. Yields the product NC1=CC(=NC=C1[N+](=O)[O-])C(=O)O (4-Amino-5-nitropicolinic acid). Reaction SMILES: C[O:2][C:3](=[O:14])[C:4]1[CH:9]=[C:8]([NH2:10])[C:7]([N+:11]([O-:13])=[O:12])=[CH:6][N:5]=1.[OH-].[Na+].Cl>CO>[NH2:10][C:8]1[C:7]([N+:11]([O-:13])=[O:12])=[CH:6][N:5]=[C:4]([C:3]([OH:14])=[O:2])[CH:9]=1 |f:1.2|. Procedure details: A mixture of methyl-4-amino-5-nitropicolinate (200 mg, 1.01 mmol) and NaOH (aq, 1M, 2.0 mL, 2.0 mmol) in methanol was stirred at ambient temperature for 10 min. The mixture was acidified by addition of HCl (aq, 1M, 2.1 mL, 2.1 mmol) and concentrated i. vac. and the aqueous residing mixture filtered. The solid was washed with water and dried i. vac. Starting materials: C(=O)(O)[O-].[Na+] (NaHCO3), Cl.C(C1=CC=CC=C1)OC(=O)[C@H]1N(CCC1)C([C@@H](CC1=CC=C(C=C1)OC)N)=O (1-[2-(R)-Amino-3-(4-methoxyphenyl)-propionyl]-pyrrolidin-2-(S)-carboxylic acid benzyl ester hydrochloride), ClC(Cl)(OC(OC(Cl)(Cl)Cl)=O)Cl (Triphosgene). Run in ClCCl (dichloromethane), ClCCl (dichloromethane). Run at time 0.25 hour. Yields the product C(C1=CC=CC=C1)OC(=O)[C@H]1N(CCC1)C([C@@H](CC1=CC=C(C=C1)OC)N=C=O)=O (1-[2-(R)-Isocyanato-3-(4-methoxyphenyl)-propionyl]-pyrrolidin-2-(S)-carboxylic acid benzyl ester). The yield is 98.0%. RXN SMILES: Cl.[CH2:2]([O:9][C:10]([C@@H:12]1[CH2:16][CH2:15][CH2:14][N:13]1[C:17](=[O:29])[C@H:18]([NH2:28])[CH2:19][C:20]1[CH:25]=[CH:24][C:23]([O:26][CH3:27])=[CH:22][CH:21]=1)=[O:11])[C:3]1[CH:8]=[CH:7][CH:6]=[CH:5][CH:4]=1.[C:30]([O-])(O)=[O:31].[Na+].ClC(Cl)(OC(=O)OC(Cl)(Cl)Cl)Cl>ClCCl>[CH2:2]([O:9][C:10]([C@@H:12]1[CH2:16][CH2:15][CH2:14][N:13]1[C:17](=[O:29])[C@H:18]([N:28]=[C:30]=[O:31])[CH2:19][C:20]1[CH:25]=[CH:24][C:23]([O:26][CH3:27])=[CH:22][CH:21]=1)=[O:11])[C:3]1[CH:8]=[CH:7][CH:6]=[CH:5][CH:4]=1 |f:0.1,2.3|. Procedure details: 1-[2-(R)-Amino-3-(4-methoxyphenyl)-propionyl]-pyrrolidin-2-(S)-carboxylic acid benzyl ester hydrochloride (2.8 g) was dissolved in 30 mL of dichloromethane followed by addition of 30 mL of NaHCO3 solution (1M) under vigorous stirring. Triphosgene (0.6 g) in 6 mL of dichloromethane was added at 0° C. and the mixture was kept stirring for 0.25 h. The organic layer was separated and the solvent removeed in vacuo to yield 1.20 g (98%) of the title compound as a yellow oil. (+)-APCI-MS: 409 (MH+). Reactants: C(C)(C)(C)OC(=O)NC1=C(C=C(C=C1Br)Br)CN[C@@H]1CC[C@H](CC1)OC(CCCO[N+](=O)[O-])=O (4-(nitroxy)butyric acid 4-[(2-tert-butoxycarbonylamino-3,5-dibromophenyl)methylamino]trans cyclohexyl ester), Cl (HCl). The solvent is C(C)(=O)OCC (ethyl acetate), C(C)(=O)OCC (ethyl acetate). Reaction conditions: temperature 0 celsius, time 5 hour. Yields the product NC1=C(C=C(C=C1Br)Br)CN[C@@H]1CC[C@H](CC1)OC(CCCO[N+](=O)[O-])=O (4-(nitroxy)butyric acid 4-[(2-amino-3,5-dibromophenyl) methylamino]trans cyclohexyl ester). Isolated yield 31.0%. RXN SMILES: C(OC([NH:8][C:9]1[C:14]([Br:15])=[CH:13][C:12]([Br:16])=[CH:11][C:10]=1[CH2:17][NH:18][C@H:19]1[CH2:24][CH2:23][C@H:22]([O:25][C:26](=[O:34])[CH2:27][CH2:28][CH2:29][O:30][N+:31]([O-:33])=[O:32])[CH2:21][CH2:20]1)=O)(C)(C)C.Cl>C(OCC)(=O)C>[NH2:8][C:9]1[C:14]([Br:15])=[CH:13][C:12]([Br:16])=[CH:11][C:10]=1[CH2:17][NH:18][C@H:19]1[CH2:20][CH2:21][C@H:22]([O:25][C:26](=[O:34])[CH2:27][CH2:28][CH2:29][O:30][N+:31]([O-:33])=[O:32])[CH2:23][CH2:24]1. Procedure details: To a solution of 4-(nitroxy)butyric acid 4-[(2-tert-butoxycarbonylamino-3,5-dibromophenyl)methylamino]trans cyclohexyl ester (3.5 g, 5.74 mmoles) in ethyl acetate (100 ml), cooled at 0° C., a 5N HCl solution in ethyl acetate (5.95 ml) is added. The solution is maintained under stirring at 0° C. for 5 hours, then filtered. The obtained solid is suspended in ethyl acetate and the organic layer washed with a 5% sodium carbonate solution. The organic phase is washed with water, anhydrified with sodi... Reactants: OCC=1C=CC(=C(C(=O)OCC2=CC=CC=C2)C1)OC (Benzyl 5-hydroxymethyl-2-methoxybenzoate), Ice water, P(Br)(Br)Br (phosphorus tribromide). Run in CCOCC (ether), CCOCC (ether). Yields the product BrCC=1C=CC(=C(C(=O)OCC2=CC=CC=C2)C1)OC (Benzyl 5-bromomethyl-2-methoxybenzoate). Yield: 179.6%. Reaction SMILES: O[CH2:2][C:3]1[CH:4]=[CH:5][C:6]([O:19][CH3:20])=[C:7]([CH:18]=1)[C:8]([O:10][CH2:11][C:12]1[CH:17]=[CH:16][CH:15]=[CH:14][CH:13]=1)=[O:9].P(Br)(Br)[Br:22]>CCOCC>[Br:22][CH2:2][C:3]1[CH:4]=[CH:5][C:6]([O:19][CH3:20])=[C:7]([CH:18]=1)[C:8]([O:10][CH2:11][C:12]1[CH:17]=[CH:16][CH:15]=[CH:14][CH:13]=1)=[O:9]. Procedure details: Benzyl 5-hydroxymethyl-2-methoxybenzoate (Patent Application No. Hei 11-162235) (15.5 g, 56.9 mmol) and 300 ml of dehydrated ether were mixed and phosphorus tribromide (2.0 ml, 21.1 mmol) was added dropwise under stirring and cooling with ice, which was further stirred for 1 hour. Ice water was added to the reaction mixture and ether layer was separated. The ether layer was washed with water, saturated sodium hydrogencarbonate and brine in sequence, then dried over anhydrous sodium sulfate and c...